This data is from the Open Reaction Database (ORD), a public repository of structured organic reaction records. The task is: describe an organic reaction: reactants, conditions, products, and yield The product is CC(CO)(CO)Nc1nc(SCc2cccc(F)c2F)nc2[nH]c(=O)cnc12. As a reaction SMILES: [Br:1][c:2]1[n:3][c:4]([S:13][CH2:14][c:15]2[c:16]([F:22])[c:17]([F:21])[cH:18][cH:19][cH:20]2)[n:5][c:6]2[nH:7][c:8](=[O:12])[cH:9][n:10][c:11]12.[CH3:31][N:32]1[CH2:33][CH2:34][CH2:35][C:36]1=[O:37].[NH2:23][C:24]([CH2:25][OH:26])([CH2:27][OH:28])[CH3:29].[OH2:30]>>[c:2]1([NH:23][C:24]([CH2:25][OH:26])([CH2:27][OH:28])[CH3:29])[n:3][c:4]([S:13][CH2:14][c:15]2[c:16]([F:22])[c:17]([F:21])[cH:18][cH:19][cH:20]2)[n:5][c:6]2[nH:7][c:8](=[O:12])[cH:9][n:10][c:11]12. Starting materials: O=c1cnc2c(Br)nc(SCc3cccc(F)c3F)nc2[nH]1, CN1CCCC1=O, CC(N)(CO)CO, O.